The task is: describe an organic reaction: reactants, conditions, products, and yield. This data is from the Open Reaction Database (ORD), a public repository of structured organic reaction records. The reactants are C(C)(=O)SCCC(=O)N1[C@@H](C=C(C1)CC=C)C(=O)O ((2S)-1-[3-(Acetylthio)-1-oxopropyl]-4-allyl-2,5-dihydro-1H-pyrrole-2-carboxylic acid), N (ammonia). The product is C(C=C)C1=C[C@H](N(C1)C(CCS)=O)C(=O)O ((2S)-4-allyl-2,5-dihydro-1-(3-mercapto-1-oxopropyl)-1H-pyrrole-2-carboxylic acid). RXN SMILES: C([S:4][CH2:5][CH2:6][C:7]([N:9]1[CH2:13][C:12]([CH2:14][CH:15]=[CH2:16])=[CH:11][C@H:10]1[C:17]([OH:19])=[O:18])=[O:8])(=O)C.N>>[CH2:14]([C:12]1[CH2:13][N:9]([C:7](=[O:8])[CH2:6][CH2:5][SH:4])[C@H:10]([C:17]([OH:19])=[O:18])[CH:11]=1)[CH:15]=[CH2:16]. Procedure details: The product from part (b) is treated with concentrated ammonia according to the procedure of Example 4 to yield (2S)-4-allyl-2,5-dihydro-1-(3-mercapto-1-oxopropyl)-1H-pyrrole-2-carboxylic acid. Reactants: B, CC(Oc1ccc(Br)cc1)C(N)=O, CO, C1CCOC1. Yields the product CC(CN)Oc1ccc(Br)cc1. As a reaction SMILES: [BH3:1].[Br:7][c:8]1[cH:9][cH:10][c:11]([O:12][CH:13]([C:14](=[O:15])[NH2:16])[CH3:17])[cH:18][cH:19]1.[CH3:20][OH:21].[O:2]1[CH2:3][CH2:4][CH2:5][CH2:6]1>>[Br:7][c:8]1[cH:9][cH:10][c:11]([O:12][CH:13]([CH2:14][NH2:16])[CH3:17])[cH:18][cH:19]1. Starting materials: E9, ClC=1C=C(C=NC1)OC1=C(C=C(C=C1F)CO)F ((4-((5-chloropyridin-3-yl)oxy)-3,5-difluorophenyl)methanol), ClC=1C=C2N(C(N1)=O)CC(N2C)(C)C (7-chloro-1,2,2-trimethyl-2,3-dihydroimidazo[1,2-c]pyrimidin-5(1H)-one). Yields the product ClC=1C=C(C=NC1)OC1=C(C=C(COC=2C=C3N(C(N2)=O)CC(N3C)(C)C)C=C1F)F (7-((4-((5-chloropyridin-3-yl)oxy)-3,5-difluorobenzyl)oxy)-1,2,2-trimethyl-2,3-dihydroimidazo[1,2-c]pyrimidin-5(1H)-one). RXN SMILES: [Cl:1][C:2]1[CH:3]=[C:4]([O:8][C:9]2[C:14]([F:15])=[CH:13][C:12]([CH2:16][OH:17])=[CH:11][C:10]=2[F:18])[CH:5]=[N:6][CH:7]=1.Cl[C:20]1[CH:21]=[C:22]2[N:29]([CH3:30])[C:28]([CH3:32])([CH3:31])[CH2:27][N:23]2[C:24](=[O:26])[N:25]=1>>[Cl:1][C:2]1[CH:3]=[C:4]([O:8][C:9]2[C:10]([F:18])=[CH:11][C:12]([CH2:16][O:17][C:20]3[CH:21]=[C:22]4[N:29]([CH3:30])[C:28]([CH3:32])([CH3:31])[CH2:27][N:23]4[C:24](=[O:26])[N:25]=3)=[CH:13][C:14]=2[F:15])[CH:5]=[N:6][CH:7]=1. Reported procedure: The title compound was prepared by a procedure similar to that described for E9 starting from (4-((5-chloropyridin-3-yl)oxy)-3,5-difluorophenyl)methanol and 7-chloro-1,2,2-trimethyl-2,3-dihydroimidazo[1,2-c]pyrimidin-5(1H)-one. Reactants: C(#C)C=1C=NN2C1N=C(C=C2C)C2=CC=C(C=C2)C(F)(F)F (3-ethynyl-7-methyl-5-(4-trifluoromethyl-phenyl)-pyrazolo[1,5-a]pyrimidine), BrC1=CC=C(S1)S(=O)(=O)N (5-bromo-thiophene-2-sulfonic acid amide). Yields the product CC1=CC(=NC=2N1N=CC2C#CC2=CC=C(S2)S(=O)(=O)N)C2=CC=C(C=C2)C(F)(F)F (5-[7-Methyl-5-(4-trifluoromethyl-phenyl)-pyrazolo[1,5-a]pyrimidin-3-ylethynyl]-thiophene-2-sulfonic acid amide), solid. Isolated yield 28.0%. Reaction SMILES: [C:1]([C:3]1[CH:4]=[N:5][N:6]2[C:11]([CH3:12])=[CH:10][C:9]([C:13]3[CH:18]=[CH:17][C:16]([C:19]([F:22])([F:21])[F:20])=[CH:15][CH:14]=3)=[N:8][C:7]=12)#[CH:2].Br[C:24]1[S:28][C:27]([S:29]([NH2:32])(=[O:31])=[O:30])=[CH:26][CH:25]=1>>[CH3:12][C:11]1[N:6]2[N:5]=[CH:4][C:3]([C:1]#[C:2][C:24]3[S:28][C:27]([S:29]([NH2:32])(=[O:31])=[O:30])=[CH:26][CH:25]=3)=[C:7]2[N:8]=[C:9]([C:13]2[CH:18]=[CH:17][C:16]([C:19]([F:21])([F:22])[F:20])=[CH:15][CH:14]=2)[CH:10]=1. Procedure: The title compound was prepared from 3-ethynyl-7-methyl-5-(4-trifluoromethyl-phenyl)-pyrazolo[1,5-a]pyrimidine (example C.12) (75 mg, 0.25 mmol) and 5-bromo-thiophene-2-sulfonic acid amide (61 mg, 0.25 mmol) according to general procedure II. Obtained as a yellow solid (33 mg, 28%). MS (ISN) 461.0 [(M−H)−]; mp 214-215° C. Reactants: ice water, CC1=C(C=CC=C1C)NN (2,3-dimethylphenylhydrazine), 12.8, ClCCN=C=S (2-chloroethyl isothiocyanate). Reaction SMILES: [CH3:1][C:2]1[C:7]([CH3:8])=[CH:6][CH:5]=[CH:4][C:3]=1[NH:9][NH2:10].Cl[CH2:12][CH2:13][N:14]=[C:15]=[S:16]>C1(C)C=CC=CC=1>[CH3:1][C:2]1[C:7]([CH3:8])=[CH:6][CH:5]=[CH:4][C:3]=1[NH:9][NH:10][C:15]1[S:16][CH2:12][CH2:13][N:14]=1. Yields the product CC1=C(C=CC=C1C)NNC=1SCCN1 (2-[2-(2,3-dimethylphenyl)-hydrazino]-2-thiazoline). The solvent is C1(=CC=CC=C1)C (toluene), C1(=CC=CC=C1)C (toluene). Reported procedure: 13.6 g (0.1 mol) of 2,3-dimethylphenylhydrazine were dissolved in 50 ml of toluene, and a solution of 12.8 (5% excess) of 2-chloroethyl isothiocyanate in 25 ml of toluene was added in the course of 15 minutes, while stirring and cooling with ice water, and the mixture was further stirred for 2 hours at room temperature and for 2 hours under reflux. The product was filtered off with suction when cold and was recrystallised from isopropanol. Mp. 220° to 221° (decomposition) (hydrochloride), 13.5 g... The reactants are Brc1ccc2c(c1)Nc1ccccc1S2, ClCCCBr, [Li]CCCC, Cc1ccccc1. Product: ClCCCN1c2ccccc2Sc2ccc(Br)cc21. Reaction SMILES: [Br:1][c:2]1[cH:3][c:4]2[c:13]([cH:14][cH:15]1)[S:12][c:11]1[c:6]([cH:7][cH:8][cH:9][cH:10]1)[NH:5]2.[Br:21][CH2:22][CH2:23][CH2:24][Cl:25].[CH2:16]([Li:17])[CH2:18][CH2:19][CH3:20].[CH3:26][c:27]1[cH:28][cH:29][cH:30][cH:31][cH:32]1>>[Br:1][c:2]1[cH:3][c:4]2[c:13]([cH:14][cH:15]1)[S:12][c:11]1[c:6]([cH:7][cH:8][cH:9][cH:10]1)[N:5]2[CH2:22][CH2:23][CH2:24][Cl:25]. The reactants are C(=O)([O-])[O-].[Na+].[Na+] (Na2CO3), C(=O)(OCC1C2=CC=CC=C2C2=CC=CC=C12)Cl (Fmoc-Cl), C(C1=CC=CC=C1)N(C[Si](C)(C)C)COC (N-Benzyl-N-Methoxymethyl-N-(Trimethylsilylmethyl)-amine), C\C(=C(/C(=O)[O-])\C)\C(=O)[O-] (Dimethylfumarate), Azomethine ylide, FC(C(=O)O)(F)F (trifluoroacetic acid). Solvent: O1CCOCC1 (dioxane), O1CCOCC1 (dioxane), C(Cl)Cl (CH2Cl2). The product is C(=O)(OCC1C2=CC=CC=C2C2=CC=CC=C12)N1C[C@H]([C@@H](C1)CC(=O)O)CC(=O)O (N-Fmoc-3,4-Trans-Dicarboxymethylpyrrolidine). As a reaction SMILES: C/[C:2](/[C:8]([O-:10])=[O:9])=[C:3](/[CH3:7])\[C:4]([O-])=O.F[C:12](F)(F)[C:13]([OH:15])=[O:14].[CH2:18]([N:25](COC)C[Si](C)(C)C)C1C=CC=CC=1.C([O-])([O-])=O.[Na+].[Na+].[C:40](Cl)([O:42][CH2:43][CH:44]1[C:56]2[C:51](=[CH:52][CH:53]=[CH:54][CH:55]=2)[C:50]2[C:45]1=[CH:46][CH:47]=[CH:48][CH:49]=2)=[O:41]>C(Cl)Cl.O1CCOCC1>[C:40]([N:25]1[CH2:18][C@@H:4]([CH2:12][C:13]([OH:15])=[O:14])[C@H:3]([CH2:2][C:8]([OH:10])=[O:9])[CH2:7]1)([O:42][CH2:43][CH:44]1[C:56]2[C:51](=[CH:52][CH:53]=[CH:54][CH:55]=2)[C:50]2[C:45]1=[CH:46][CH:47]=[CH:48][CH:49]=2)=[O:41] |f:3.4.5|. Reported procedure: Dimethylfumarate (38.7 g, 268 mmol) was dissolved in 1 l CH2Cl2, and trifluoroacetic acid added (3 ml, 40 mmol). The Azomethine ylide precursor N-Benzyl-N-Methoxymethyl-N-(Trimethylsilylmethyl)-amine was added dropwise with stirring (60.4 g, 255 mmol). The solution was stirred overnight at RT. The solvent was removed and the crude product was redissolved in 1.5 l methanol. 300 ml 1 N HCl was added, the solution degassed with Ar, and 10 g 10% Pd/C added. H2 was bubbled through then the solution s... The reactants are COCCOC, OB(O)c1ccc(F)c(Cl)c1, Nc1nccc2scc(Br)c12, [Na+], [Na+], O=C([O-])[O-], c1ccc(P(c2ccccc2)(c2ccccc2)[Pd](P(c2ccccc2)(c2ccccc2)c2ccccc2)(P(c2ccccc2)(c2ccccc2)c2ccccc2)P(c2ccccc2)(c2ccccc2)c2ccccc2)cc1. The product is Nc1nccc2scc(-c3ccc(F)c(Cl)c3)c12. RXN SMILES: [CH3:29][O:30][CH2:31][CH2:32][O:33][CH3:34].[Cl:12][c:13]1[cH:14][c:15]([B:20]([OH:21])[OH:22])[cH:16][cH:17][c:18]1[F:19].[NH2:1][c:2]1[n:3][cH:4][cH:5][c:6]2[c:7]1[c:8]([Br:11])[cH:9][s:10]2.[Na+:23].[Na+:24].[O-:25][C:26](=[O:27])[O-:28].[cH:35]1[cH:36][cH:37][c:38]([P:39]([Pd:40]([P:41]([c:42]2[cH:43][cH:44][cH:45][cH:46][cH:47]2)([c:48]2[cH:49][cH:50][cH:51][cH:52][cH:53]2)[c:54]2[cH:55][cH:56][cH:57][cH:58][cH:59]2)([P:60]([c:61]2[cH:62][cH:63][cH:64][cH:65][cH:66]2)([c:67]2[cH:68][cH:69][cH:70][cH:71][cH:72]2)[c:73]2[cH:74][cH:75][cH:76][cH:77][cH:78]2)[P:79]([c:80]2[cH:81][cH:82][cH:83][cH:84][cH:85]2)([c:86]2[cH:87][cH:88][cH:89][cH:90][cH:91]2)[c:92]2[cH:93][cH:94][cH:95][cH:96][cH:97]2)([c:98]2[cH:99][cH:100][cH:101][cH:102][cH:103]2)[c:104]2[cH:105][cH:106][cH:107][cH:108][cH:109]2)[cH:110][cH:111]1>>[NH2:1][c:2]1[n:3][cH:4][cH:5][c:6]2[c:7]1[c:8](-[c:15]1[cH:14][c:13]([Cl:12])[c:18]([F:19])[cH:17][cH:16]1)[cH:9][s:10]2. Starting materials: ClC1=CC(=C(/C=C/N(C)C)C=C1Cl)[N+](=O)[O-] (trans-4,5-dichloro-2-nitro-β-dimethylaminostyrene), COC(=O)C1=C(C(=O)Cl)C=CC=C1 (2-(methoxycarbonyl)benzoyl chloride). Yields the product ClC=1C=C2C=C(NC2=CC1Cl)C1=C(C(=O)O)C=CC=C1 (2-(5,6-Dichloro-1H-indol-2-yl)benzoic acid). As a reaction SMILES: [Cl:1][C:2]1[C:12]([Cl:13])=[CH:11][C:5](/[CH:6]=[CH:7]/N(C)C)=[C:4]([N+:14]([O-])=O)[CH:3]=1.C[O:18][C:19]([C:21]1[CH:29]=[CH:28][CH:27]=[CH:26][C:22]=1C(Cl)=O)=[O:20]>>[Cl:13][C:12]1[CH:11]=[C:5]2[C:4](=[CH:3][C:2]=1[Cl:1])[NH:14][C:7]([C:22]1[CH:26]=[CH:27][CH:28]=[CH:29][C:21]=1[C:19]([OH:20])=[O:18])=[CH:6]2. Reported procedure: Starting from trans-4,5-dichloro-2-nitro-β-dimethylaminostyrene and 2-(methoxycarbonyl)benzoyl chloride and following successively the procedures of Descriptions 2, 3 and 4 afforded the title compound as a light brown solid which was used without further purification in the next step.